From a dataset of the Open Reaction Database (ORD), a public repository of structured organic reaction records. describe an organic reaction: reactants, conditions, products, and yield The reactants are C1CCOC1, CCOC(C)=O, Cl, Cc1ccc(C#N)cc1. Yields the product CCOC(=O)CC(=O)c1ccc(C)cc1. RXN SMILES: [CH2:17]1[CH2:20][CH2:19][CH2:18][O:21]1.[CH3:11][CH2:12][O:13][C:14]([CH3:15])=[O:16].[ClH:10].[c:1]1([CH3:9])[cH:2][cH:3][c:4]([C:7]#[N:8])[cH:5][cH:6]1>>[c:1]1([CH3:9])[cH:2][cH:3][c:4]([C:7]([CH2:15][C:14]([O:13][CH2:12][CH3:11])=[O:16])=[O:21])[cH:5][cH:6]1. The reactants are CCOC(=O)C=CCN1C(=O)C(C)(C(C)C)N=C1c1ccc(CC)cn1, [Na+], C1CCOC1, [OH-], O, O. Product: CCc1ccc(C2=NC(C)(C(C)C)C(=O)N2CC=CC(=O)O)nc1. Reaction SMILES: [CH2:1]([CH3:2])[c:3]1[cH:4][cH:5][c:6]([C:9]2=[N:13][C:12]([CH3:14])([CH:15]([CH3:16])[CH3:17])[C:11](=[O:18])[N:10]2[CH2:19][CH:20]=[CH:21][C:22](=[O:23])[O:24][CH2:25][CH3:26])[n:7][cH:8]1.[Na+:34].[O:28]1[CH2:29][CH2:30][CH2:31][CH2:32]1.[OH-:33].[OH2:27].[OH2:35]>>[CH2:1]([CH3:2])[c:3]1[cH:4][cH:5][c:6]([C:9]2=[N:13][C:12]([CH3:14])([CH:15]([CH3:16])[CH3:17])[C:11](=[O:18])[N:10]2[CH2:19][CH:20]=[CH:21][C:22](=[O:23])[OH:24])[n:7][cH:8]1. Reactants: C1(=CC=CC=C1)C(N1C(C(C2=CC=CC=C12)C=1C(=CC2=C(N(C(CO2)=O)C)C1)O)=O)C1=CC=CC=C1 (6-[1-(diphenylmethyl)-2-oxo-2,3-dihydro-1H-indol-3-yl]-7-hydroxy-4-methyl-2H-1,4-benzoxazin-3(4H)-one), C1(=CC=CC=C1)C(N1C(C(C2=CC=CC=C12)C1=C(C=C(C(=C1)C)OC)O)=O)C1=CC=CC=C1 (1-(diphenylmethyl)-3-(2-hydroxy-4-methoxy-5-methylphenyl)-1,3-dihydro-2H-indol-2-one). Product: C1(=CC=CC=C1)C(N1C(C2(C3=CC=CC=C13)COC1=CC3=C(N(C(CO3)=O)C)C=C12)=O)C1=CC=CC=C1 (1′-(diphenylmethyl)-1-methyl-1H-spiro[furo[3,2-g][1,4]benzoxazine-8,3′-indole]-2,2′ (1′H,3H)-dione). RXN SMILES: [C:1]1([CH:7]([C:31]2[CH:36]=[CH:35][CH:34]=[CH:33][CH:32]=2)[N:8]2[C:16]3[C:11](=[CH:12][CH:13]=[CH:14][CH:15]=3)[CH:10]([C:17]3[C:18]([OH:29])=[CH:19][C:20]4[O:25][CH2:24][C:23](=[O:26])[N:22]([CH3:27])[C:21]=4[CH:28]=3)[C:9]2=[O:30])[CH:6]=[CH:5][CH:4]=[CH:3][CH:2]=1.[C:37]1(C(C2C=CC=CC=2)N2C3C(=CC=CC=3)C(C3C=C(C)C(OC)=CC=3O)C2=O)C=CC=CC=1>>[C:31]1([CH:7]([C:1]2[CH:2]=[CH:3][CH:4]=[CH:5][CH:6]=2)[N:8]2[C:16]3[C:11](=[CH:12][CH:13]=[CH:14][CH:15]=3)[C:10]3([C:17]4[C:18](=[CH:19][C:20]5[O:25][CH2:24][C:23](=[O:26])[N:22]([CH3:27])[C:21]=5[CH:28]=4)[O:29][CH2:37]3)[C:9]2=[O:30])[CH:32]=[CH:33][CH:34]=[CH:35][CH:36]=1. Reported procedure: Following the procedure as described in EXAMPLE 2 and making non-critical variations using 6-[1-(diphenylmethyl)-2-oxo-2,3-dihydro-1H-indol-3-yl]-7-hydroxy-4-methyl-2H-1,4-benzoxazin-3(4H)-one to replace 1-(diphenylmethyl)-3-(2-hydroxy-4-methoxy-5-methylphenyl)-1,3-dihydro-2H-indol-2-one, 1′-(diphenylmethyl)-1-methyl-1H-spiro[furo[3,2-g][1,4]benzoxazine-8,3′-indole]-2,2′ (1′H,3H)-dione was obtained (32%) as a colorless solid: 1H NMR (300 MHz, DMSO-d6) δ7.47-7.23 (m, 11H), 7.19-7.10 (m, 1H), 7.07... The reactants are c1ccc(COCc2ccccc2)cc1, CS(C)=O, O=[N+]([O-])c1ccc(Cl)c(C(F)(F)F)c1, [Na], O, OCc1ccccc1. Yields the product O=[N+]([O-])c1ccc(OCc2ccccc2)c(C(F)(F)F)c1. Reaction SMILES: [CH2:15]([c:16]1[cH:17][cH:18][cH:19][cH:20][cH:21]1)[O:22][CH2:23][c:24]1[cH:25][cH:26][cH:27][cH:28][cH:29]1.[CH3:32][S:33]([CH3:34])=[O:35].[F:1][C:2]([c:3]1[cH:4][c:5]([N+:10](=[O:11])[O-:12])[cH:6][cH:7][c:8]1[Cl:9])([F:13])[F:14].[Na:30].[OH2:31].[OH:36][CH2:37][c:38]1[cH:39][cH:40][cH:41][cH:42][cH:43]1>>[F:1][C:2]([c:3]1[cH:4][c:5]([N+:10](=[O:11])[O-:12])[cH:6][cH:7][c:8]1[O:22][CH2:15][c:16]1[cH:17][cH:18][cH:19][cH:20][cH:21]1)([F:13])[F:14].